From a dataset of the Open Reaction Database (ORD), a public repository of structured organic reaction records. describe an organic reaction: reactants, conditions, products, and yield Product: CC(CO)(C)N1CCC(CC1)CC=1N(C2=NC(=NC(=C2N1)N1CCOCC1)N1C(=NC2=C1C=CC=C2)C)C (2-methyl-2-(4-((9-methyl-2-(2-methyl-1H-benzo[d]imidazol-1-yl)-6-morpholino-9H-purin-8-yl)methyl)piperidin-1-yl)propan-1-ol). As a reaction SMILES: [CH3:1][C:2]([N:8]1[CH2:13][CH2:12][CH:11]([CH2:14][C:15]2[N:16]([CH3:40])[C:17]3[C:22]([N:23]=2)=[C:21]([N:24]2[CH2:29][CH2:28][O:27][CH2:26][CH2:25]2)[N:20]=[C:19]([N:30]2[C:34]4[CH:35]=[CH:36][CH:37]=[CH:38][C:33]=4[N:32]=[C:31]2[CH3:39])[N:18]=3)[CH2:10][CH2:9]1)([CH3:7])[C:3](OC)=[O:4].[H-].[Al+3].[Li+].[H-].[H-].[H-]>C1COCC1>[CH3:7][C:2]([N:8]1[CH2:13][CH2:12][CH:11]([CH2:14][C:15]2[N:16]([CH3:40])[C:17]3[C:22]([N:23]=2)=[C:21]([N:24]2[CH2:25][CH2:26][O:27][CH2:28][CH2:29]2)[N:20]=[C:19]([N:30]2[C:34]4[CH:35]=[CH:36][CH:37]=[CH:38][C:33]=4[N:32]=[C:31]2[CH3:39])[N:18]=3)[CH2:10][CH2:9]1)([CH3:1])[CH2:3][OH:4] |f:1.2.3.4.5.6|. Reported procedure: To a solution of methyl 2-methyl-2-(4-((9-methyl-2-(2-methyl-1H-benzo[d]imidazol-1-yl)-6-morpholino-9H-purin-8-yl)methyl)piperidin-1-yl)propanoate 507 (0.10 g, 0.183 mmol) in THF (10 mL) was added a 1.0 M solution of lithium aluminum hydride in THF (0.18 mL, 0.18 mmol) at 0° C. The reaction was stirred at 0° C. for 1 hour. The reaction was then quenched by adding 2 mL of sat. NH4Cl solution. The cloudy mixture was then loaded onto an ISOLUTE® SCX-2 column. The column was first washed with MeOH p... Starting materials: CC(C(=O)OC)(C)N1CCC(CC1)CC=1N(C2=NC(=NC(=C2N1)N1CCOCC1)N1C(=NC2=C1C=CC=C2)C)C (methyl 2-methyl-2-(4-((9-methyl-2-(2-methyl-1H-benzo[d]imidazol-1-yl)-6-morpholino-9H-purin-8-yl)methyl)piperidin-1-yl)propanoate), solution, [H-].[Al+3].[Li+].[H-].[H-].[H-] (lithium aluminum hydride). Run at temperature 0 celsius, time 1 hour. Run in C1CCOC1 (THF), C1CCOC1 (THF).